From a dataset of the Open Reaction Database (ORD), a public repository of structured organic reaction records. describe an organic reaction: reactants, conditions, products, and yield As a reaction SMILES: [Br:9][c:10]1[cH:11][c:12]([Cl:31])[c:13]([CH:16]([C:17](=[O:18])[c:19]2[cH:20][c:21]3[c:22]([n:23]([CH3:27])[c:24](=[O:26])[o:25]3)[cH:28][cH:29]2)[CH3:30])[cH:14][cH:15]1.[CH2:36]([N+:37]([CH2:38][CH2:39][CH2:40][CH3:41])([CH2:42][CH2:43][CH2:44][CH3:45])[CH2:46][CH2:47][CH2:48][CH3:49])[CH2:50][CH2:51][CH3:52].[CH2:53]1[O:54][CH2:55][CH2:56][CH2:57]1.[F-:35].[F:1][C:2]([F:3])([F:4])[Si:5]([CH3:6])([CH3:7])[CH3:8].[OH2:32].[OH2:33].[OH2:34]>>[F:1][C:2]([F:3])([F:4])[C:17]([CH:16]([c:13]1[c:12]([Cl:31])[cH:11][c:10]([Br:9])[cH:15][cH:14]1)[CH3:30])([OH:18])[c:19]1[cH:20][c:21]2[c:22]([n:23]([CH3:27])[c:24](=[O:26])[o:25]2)[cH:28][cH:29]1. The product is CC(c1ccc(Br)cc1Cl)C(O)(c1ccc2c(c1)oc(=O)n2C)C(F)(F)F. The reactants are CC(C(=O)c1ccc2c(c1)oc(=O)n2C)c1ccc(Br)cc1Cl, CCCC[N+](CCCC)(CCCC)CCCC, C1CCOC1, [F-], C[Si](C)(C)C(F)(F)F, O, O, O. As a reaction SMILES: [Cl:1][C:2]1[CH:3]=[C:4]([C:9]2[CH:14]=[C:13]([C:15]([F:18])([F:17])[F:16])[N:12]=[C:11]([N:19]3[CH:23]=[C:22](I)[N:21]=[CH:20]3)[N:10]=2)[CH:5]=[CH:6][C:7]=1[Cl:8].[Cl-].[Li+].C([Mg]Cl)(C)C.[CH2:32]([Sn:36](Cl)([CH2:41][CH2:42][CH2:43][CH3:44])[CH2:37][CH2:38][CH2:39][CH3:40])[CH2:33][CH2:34][CH3:35].[Cl-].[NH4+]>C1COCC1>[Cl:1][C:2]1[CH:3]=[C:4]([C:9]2[CH:14]=[C:13]([C:15]([F:18])([F:17])[F:16])[N:12]=[C:11]([N:19]3[CH:23]=[C:22]([Sn:36]([CH2:37][CH2:38][CH2:39][CH3:40])([CH2:41][CH2:42][CH2:43][CH3:44])[CH2:32][CH2:33][CH2:34][CH3:35])[N:21]=[CH:20]3)[N:10]=2)[CH:5]=[CH:6][C:7]=1[Cl:8] |f:1.2.3,5.6|. Yield: 24.2%. Reaction conditions: temperature 0 celsius, time 15 minute. Yields the product ClC=1C=C(C=CC1Cl)C1=NC(=NC(=C1)C(F)(F)F)N1C=NC(=C1)[Sn](CCCC)(CCCC)CCCC (4-(3,4-Dichloro-phenyl)-2-(4-tributylstannanyl-imidazol-1-yl)-6-trifluoromethyl-pyrimidine). Procedure details: To a stirred solution of 4-(3,4-dichloro-phenyl)-2-(4-iodo-imidazol-1-yl)-6-trifluoromethyl-pyrimidine (Example E.74) (1.46 g, 3.0 mmol) in THF (21 mL) was added at 0° C. isopropyl-magnesium chloride lithium chloride (1M in THF, 3.6 mL, 3.6 mmol). The reaction mixture was allowed to stir for 15 min at 0° C., tributyltin chloride (1.27 g, 3.9 mmol) was added, the reaction mixture was stirred at room temperature for 16 h, poured into saturated ammonium chloride solution (70 mL) and extracted with ... Solvent: C1CCOC1 (THF). The reactants are ClC=1C=C(C=CC1Cl)C1=NC(=NC(=C1)C(F)(F)F)N1C=NC(=C1)I (4-(3,4-dichloro-phenyl)-2-(4-iodo-imidazol-1-yl)-6-trifluoromethyl-pyrimidine), [Cl-].[NH4+] (ammonium chloride), [Cl-].[Li+].C(C)(C)[Mg]Cl (isopropyl-magnesium chloride lithium chloride), C(CCC)[Sn](CCCC)(CCCC)Cl (tributyltin chloride). Starting materials: BrC=1C=C(C(=NC1)N)CBr (5-bromo-3-(bromomethyl)pyridin-2-amine), BrC(C(=O)OCC)(C)C (ethyl 2-bromo-2-methylpropanoate). Reagents/catalysts: [Zn] (Zn). The solvent is C(C)(=O)OCC (ethyl acetate), C1CCOC1 (THF), C1CCOC1 (THF). Reaction conditions: time 6 hour. Product: BrC=1C=C2CC(C(NC2=NC1)=O)(C)C (6-bromo-3,3-dimethyl-3,4-dihydro-1,8-naphthyridin-2(1H)-one). Reaction SMILES: Br[C:2]([CH3:9])([CH3:8])[C:3]([O:5]CC)=O.[Br:10][C:11]1[CH:12]=[C:13]([CH2:18]Br)[C:14]([NH2:17])=[N:15][CH:16]=1>C1COCC1.C(OCC)(=O)C.[Zn]>[Br:10][C:11]1[CH:12]=[C:13]2[C:14](=[N:15][CH:16]=1)[NH:17][C:3](=[O:5])[C:2]([CH3:8])([CH3:9])[CH2:18]2. Procedure: A mixture of activated Zn (1.0 g, 15 mmol) and ethyl 2-bromo-2-methylpropanoate (1.24 mL, 6.4 mmol) in THF (8 mL) were added together at 0° C. and stirred for 6 h while warming to room temperature. To this mixture a dropwise solution of 5-bromo-3-(bromomethyl)pyridin-2-amine in THF (5 mL) was added via canula and the reaction mixture was stirred for a further 19 h at rt. The mixture was diluted with ethyl acetate (25 mL) and washed with saturated aqueous NH4Cl (50 mL) and brine (50 mL), dried ov... Reactants: C1(CC1)C1=CC(=C(C=C1)NC=1C=2N(C=CC1C(=O)O)C=NC2)F (8-(4-cyclopropyl-2-fluoro-phenylamino)-imidazo[1,5-a]pyridine-7-carboxylic acid), CCN=C=NCCCN(C)C (EDCI), C=1C=CC2=C(C1)N=NN2O (HOBt), CCN(C(C)C)C(C)C (DIPEA), Cl.NOC(CO)(C)C (2-aminooxy-2-methyl-propan-1-ol hydrochloride). The solvent is CN(C)C=O (DMF). Reaction conditions: time 18 hour. Product: OCC(ONC(=O)C1=C(C=2N(C=C1)C=NC2)NC2=C(C=C(C=C2)C2CC2)F)(C)C (8-(4-Cyclopropyl-2-fluoro-phenylamino)-imidazo[1,5-a]pyridine-7-carboxylic acid (2-hydroxy-1,1-dimethyl-ethoxy)-amide). Yield: 7.9%. As a reaction SMILES: [CH:1]1([C:4]2[CH:9]=[CH:8][C:7]([NH:10][C:11]3[C:12]4[N:13]([CH:20]=[N:21][CH:22]=4)[CH:14]=[CH:15][C:16]=3[C:17]([OH:19])=O)=[C:6]([F:23])[CH:5]=2)[CH2:3][CH2:2]1.CCN=C=NCCCN(C)C.C1C=CC2N(O)N=NC=2C=1.CCN(C(C)C)C(C)C.Cl.[NH2:55][O:56][C:57]([CH3:61])([CH3:60])[CH2:58][OH:59]>CN(C=O)C>[OH:59][CH2:58][C:57]([CH3:61])([CH3:60])[O:56][NH:55][C:17]([C:16]1[CH:15]=[CH:14][N:13]2[CH:20]=[N:21][CH:22]=[C:12]2[C:11]=1[NH:10][C:7]1[CH:8]=[CH:9][C:4]([CH:1]2[CH2:3][CH2:2]2)=[CH:5][C:6]=1[F:23])=[O:19] |f:4.5|. Reported procedure: A suspension of 8-(4-cyclopropyl-2-fluoro-phenylamino)-imidazo[1,5-a]pyridine-7-carboxylic acid (0.11 g, 0.35 mmol), EDCI (0.081 g, 0.42 mmol), HOBt (0.057 g, 0.42 mmol), DIPEA (0.085 mL, 0.88 mmol) and 2-aminooxy-2-methyl-propan-1-ol hydrochloride (0.055 g, 0.39 mmol) in DMF (1.5 mL) was stirred at room temperature for 18 hours. The reaction mixture was partitioned between DCM (5 mL) and saturated aqueous NaHCO3 (5 ml). The organic layer was washed with water (5 mL), followed by brine (5 mL), t...